describe an organic reaction: reactants, conditions, products, and yield From a dataset of the Open Reaction Database (ORD), a public repository of structured organic reaction records. Starting materials: Clc1nc2ccccc2o1, [K+], [K+], O=C(OCc1ccccc1)N1CCNCC1, O=C([O-])[O-], CN(C)C=O, O. Yields the product O=C(OCc1ccccc1)N1CCN(c2nc3ccccc3o2)CC1. Reaction SMILES: [Cl:1][c:2]1[o:3][c:4]2[c:5]([n:6]1)[cH:7][cH:8][cH:9][cH:10]2.[K+:27].[K+:28].[N:11]1([C:17](=[O:18])[O:19][CH2:20][c:21]2[cH:22][cH:23][cH:24][cH:25][cH:26]2)[CH2:12][CH2:13][NH:14][CH2:15][CH2:16]1.[O-:29][C:30]([O-:31])=[O:32].[O:33]=[CH:34][N:35]([CH3:36])[CH3:37].[OH2:38]>>[c:2]1([N:14]2[CH2:13][CH2:12][N:11]([C:17](=[O:18])[O:19][CH2:20][c:21]3[cH:22][cH:23][cH:24][cH:25][cH:26]3)[CH2:16][CH2:15]2)[o:3][c:4]2[c:5]([n:6]1)[cH:7][cH:8][cH:9][cH:10]2. Starting materials: CC(NC(=O)OC(C)(C)C)c1ccc(N2CC(Oc3ccc(OCC4CC4)cc3)C2)cc1, ClCCl, O=C(O)C(F)(F)F. Yields the product CC(N)c1ccc(N2CC(Oc3ccc(OCC4CC4)cc3)C2)cc1. As a reaction SMILES: [C:1]([O:2][C:3](=[O:4])[NH:7][CH:8]([CH3:9])[c:10]1[cH:11][cH:12][c:13]([N:16]2[CH2:17][CH:18]([O:20][c:21]3[cH:22][cH:23][c:24]([O:27][CH2:28][CH:29]4[CH2:30][CH2:31]4)[cH:25][cH:26]3)[CH2:19]2)[cH:14][cH:15]1)([CH3:5])([CH3:6])[CH3:32].[Cl:40][CH2:41][Cl:42].[F:33][C:34]([F:35])([F:36])[C:37]([OH:38])=[O:39]>>[NH2:7][CH:8]([CH3:9])[c:10]1[cH:11][cH:12][c:13]([N:16]2[CH2:17][CH:18]([O:20][c:21]3[cH:22][cH:23][c:24]([O:27][CH2:28][CH:29]4[CH2:30][CH2:31]4)[cH:25][cH:26]3)[CH2:19]2)[cH:14][cH:15]1. The reactants are ClCCCl, C1CCOC1, COC(=O)c1ccc2sc(C(=O)O)cc2c1, CCN(C(C)C)C(C)C, NOC1CCCCO1, On1nnc2ccccc21. The product is COC(=O)c1ccc2sc(C(=O)NOC3CCCCO3)cc2c1. RXN SMILES: [CH2:25]([Cl:26])[CH2:27][Cl:28].[CH2:48]1[O:49][CH2:50][CH2:51][CH2:52]1.[CH3:1][O:2][C:3](=[O:4])[c:5]1[cH:6][c:7]2[c:8]([s:9][c:10]([C:12](=[O:13])[OH:14])[cH:11]2)[cH:15][cH:16]1.[CH:39]([N:40]([CH2:41][CH3:42])[CH:43]([CH3:44])[CH3:45])([CH3:46])[CH3:47].[O:17]1[CH:18]([O:23][NH2:24])[CH2:19][CH2:20][CH2:21][CH2:22]1.[OH:29][n:30]1[c:31]2[c:32]([cH:33][cH:34][cH:35][cH:36]2)[n:37][n:38]1>>[CH3:1][O:2][C:3](=[O:4])[c:5]1[cH:6][c:7]2[c:8]([s:9][c:10]([C:12](=[O:14])[NH:24][O:23][CH:18]3[O:17][CH2:22][CH2:21][CH2:20][CH2:19]3)[cH:11]2)[cH:15][cH:16]1. Conditions: temperature -70 celsius, time 30 minute. Solvent: C(Cl)Cl (CH2Cl2), CC(=O)O (AcOH), Br (HBr), C(Cl)Cl (CH2Cl2). The product is OC1=C(C(=O)O)C=C(C=C1O)C(C)C (2,3-Dihydroxy-5-isopropyl-benzoic acid). RXN SMILES: [CH:1]([C:4]1[CH:5]=[C:6]([O:18]C)[C:7]([O:14]COC)=[C:8]([CH:13]=1)[C:9]([O:11]C)=[O:10])([CH3:3])[CH3:2].B(Br)(Br)Br.O>C(Cl)Cl.CC(O)=O.Br>[OH:14][C:7]1[C:6]([OH:18])=[CH:5][C:4]([CH:1]([CH3:3])[CH3:2])=[CH:13][C:8]=1[C:9]([OH:11])=[O:10]. Reported procedure: To a solution of methyl 5-Isopropyl-3-methoxy-2-methoxymethoxy-benzoate in 5 mL dry CH2Cl2 cooled to −80° C., BBr3 (3.4 mL of a 1 m solution in CH2Cl2) was added dropwise via a syringe. The mixture was then stirred 30 min. at −70° C., then the cooling bath was removed and the stirring continued at r.t. for 1 h. The reaction was the quenched by addition of H2O and the resulting mixture was extracted twice with 30 mL CH2Cl2. The combined organic fractions were dried over MgSO4 and evaporated in va... Reactants: B(Br)(Br)Br (BBr3), C(C)(C)C=1C=C(C(=C(C(=O)OC)C1)OCOC)OC (methyl 5-Isopropyl-3-methoxy-2-methoxymethoxy-benzoate), O (H2O). The reactants are material, CS(=O)(=O)OCCC=1N=C(SC1)NS(=O)(=O)C1=C(C(=CC=C1)Cl)C (2-(2-{[(3-Chloro-2-methylphenyl)sulfonyl]amino}-1,3-thiazol-4-yl)ethyl methanesulfonate), C(=O)(OC(C)(C)C)NCCN (N-BOC-ethylenediamine), CCN(C(C)C)C(C)C (DIEA), ClCC(=O)Cl (Chloroacetyl chloride). The reagents and catalysts are CN(C)C=1C=CN=CC1 (DMAP). The solvent is C(Cl)Cl (DCM), C(C)O (ethanol), C(Cl)Cl (DCM). Conditions: time 1 hour. The product is Cl.NCCN(C(CCl)=O)CCC=1N=C(SC1)NS(=O)(=O)C1=C(C(=CC=C1)Cl)C (N-(2-aminoethyl)-2-chloro-N-[2-(2-{[(3-chloro-2-methylphenyl)sulfonyl]amino}-1,3-thiazol-4-yl)ethyl]acetamide hydrochloride). Isolated yield 79.7%. As a reaction SMILES: CS(O[CH2:6][CH2:7][C:8]1[N:9]=[C:10]([NH:13][S:14]([C:17]2[CH:22]=[CH:21][CH:20]=[C:19]([Cl:23])[C:18]=2[CH3:24])(=[O:16])=[O:15])[S:11][CH:12]=1)(=O)=O.[C:25]([NH:32][CH2:33][CH2:34][NH2:35])(OC(C)(C)C)=[O:26].CCN(C(C)C)C(C)C.[Cl:45][CH2:46]C(Cl)=O>C(O)C.C(Cl)Cl.CN(C1C=CN=CC=1)C>[ClH:23].[NH2:35][CH2:34][CH2:33][N:32]([CH2:6][CH2:7][C:8]1[N:9]=[C:10]([NH:13][S:14]([C:17]2[CH:22]=[CH:21][CH:20]=[C:19]([Cl:23])[C:18]=2[CH3:24])(=[O:15])=[O:16])[S:11][CH:12]=1)[C:25](=[O:26])[CH2:46][Cl:45] |f:7.8|. Reported procedure: A mixture of EXAMPLE 191A (600 mg, 1.46 mmol), N-BOC-ethylenediamine (469 mg, 2.93 mmol) and DIEA (189 mg, 1.46 mmol) was refluxed in ethanol (10 mL) for 3 h. The solvent was evaporated and the residue was flash chromatographed on SiO2 eluting with 10% methanol in DCM affording 265 mg (38%) intermediate tert-butyl 2-{[2-(2-{[(3-chloro-2-methylphenyl)sulfonyl]amino}-1,3-thiazol-4-yl)ethyl]amino}ethylcarbamate. This material (255 mg, 0.54 mmol) was dissolved in DCM (4 mL), followed by the addition... The reactants are CCCCNCCCC, ClCCl, COc1ccc2sc3cc([N+](=O)[O-])cc(C(=O)O)c3c(=O)c2c1, O=S(Cl)Cl, c1ccncc1, c1ccccc1. Yields the product CCCCN(CCCC)C(=O)c1cc([N+](=O)[O-])cc2sc3ccc(OC)cc3c(=O)c12. As a reaction SMILES: [CH2:34]([CH2:35][CH2:36][CH3:37])[NH:38][CH2:39][CH2:40][CH2:41][CH3:42].[CH2:43]([Cl:44])[Cl:45].[CH3:1][O:2][c:3]1[cH:4][cH:5][c:6]2[s:7][c:8]3[cH:9][c:10]([N+:21](=[O:22])[O-:23])[cH:11][c:12]([C:18](=[O:19])[OH:20])[c:13]3[c:14](=[O:17])[c:15]2[cH:16]1.[S:30]([Cl:31])([Cl:32])=[O:33].[cH:24]1[cH:25][cH:26][n:27][cH:28][cH:29]1.[cH:46]1[cH:47][cH:48][cH:49][cH:50][cH:51]1>>[CH3:1][O:2][c:3]1[cH:4][cH:5][c:6]2[s:7][c:8]3[cH:9][c:10]([N+:21](=[O:22])[O-:23])[cH:11][c:12]([C:18](=[O:20])[N:38]([CH2:34][CH2:35][CH2:36][CH3:37])[CH2:39][CH2:40][CH2:41][CH3:42])[c:13]3[c:14](=[O:17])[c:15]2[cH:16]1. The product is NCCCCCCc1ccccc1. Starting materials: CCOC(C)=O, CCCCCCN, CCCCCC, CC(C)O, [Cu]I, Ic1ccccc1, [K+], [K+], [K+], OCCO, O=P([O-])([O-])[O-]. RXN SMILES: [C:29]([O:30][CH2:31][CH3:32])(=[O:33])[CH3:34].[CH2:9]([CH2:10][CH2:11][CH2:12][CH2:13][CH3:14])[NH2:15].[CH3:35][CH2:36][CH2:37][CH2:38][CH2:39][CH3:40].[CH3:41][CH:42]([OH:43])[CH3:44].[Cu:27][I:28].[I:16][c:17]1[cH:18][cH:19][cH:20][cH:21][cH:22]1.[K+:6].[K+:7].[K+:8].[OH:23][CH2:24][CH2:25][OH:26].[P:1]([O-:2])([O-:3])([O-:4])=[O:5]>>[CH2:9]([CH2:10][CH2:11][CH2:12][CH2:13][CH2:14][c:17]1[cH:18][cH:19][cH:20][cH:21][cH:22]1)[NH2:15].